describe an organic reaction: reactants, conditions, products, and yield From a dataset of the Open Reaction Database (ORD), a public repository of structured organic reaction records. The reactants are N(N)C1=NC=C(C(=O)NCC2CCOCC2)C=C1 (6-hydrazinyl-N-((tetrahydro-2H-pyran-4-yl)methyl)nicotinamide), C(C)(=O)O (acetic acid), Cl (HCl), CN(C=C(C(=O)OCC)N1C=CC(C=C1)=O)C (ethyl 3-(dimethylamino)-2-(4-oxopyridin-1(4H)-yl)acrylate). Run in CC(C)O (2-propanol), CS(=O)C (DMSO). Run at temperature 20 celsius, time 1 hour. Yields the product OC1=C(C=NN1C1=NC=C(C(=O)NCC2CCOCC2)C=C1)N1C=CC(C=C1)=O (6-(5-hydroxy-4-(4-oxopyridin-1(4H)-yl)-1H-pyrazol-1-yl)-N-((tetrahydro-2H-pyran-4-yl)methyl)nicotinamide). Yield: 26.6%. RXN SMILES: [NH:1]([C:3]1[CH:18]=[CH:17][C:6]([C:7]([NH:9][CH2:10][CH:11]2[CH2:16][CH2:15][O:14][CH2:13][CH2:12]2)=[O:8])=[CH:5][N:4]=1)[NH2:2].Cl.CN(C)[CH:22]=[C:23]([N:29]1[CH:34]=[CH:33][C:32](=[O:35])[CH:31]=[CH:30]1)[C:24](OCC)=[O:25].C(O)(=O)C>CC(O)C.CS(C)=O>[OH:25][C:24]1[N:1]([C:3]2[CH:18]=[CH:17][C:6]([C:7]([NH:9][CH2:10][CH:11]3[CH2:16][CH2:15][O:14][CH2:13][CH2:12]3)=[O:8])=[CH:5][N:4]=2)[N:2]=[CH:22][C:23]=1[N:29]1[CH:30]=[CH:31][C:32](=[O:35])[CH:33]=[CH:34]1. Reported procedure: Combined 6-hydrazinyl-N-((tetrahydro-2H-pyran-4-yl)methyl)nicotinamide, 1.0 HCl (30 mg, 0.105 mmol), ethyl 3-(dimethylamino)-2-(4-oxopyridin-1(4H)-yl)acrylate (37.1 mg, 0.157 mmol) and acetic acid (0.018 mL, 0.314 mmol) in 2-propanol (0.8 mL) and stirred at 20° C. for 1 hour and then at 50° C. for 16 hours and then 80° C. for 24 h. The reaction mixture was then diluted with 200 uL DMSO and purified by prep HPLC (ACN/water with formic acid) to give the title compound (11 mg, 26.6% yield) as a yel... Reactants: N1=CC=CC=C1 (pyridine), BrCC1=CC=C(C=O)C=C1 (4-(bromomethyl)benzaldehyde). The solvent is CO (MeOH), CO (MeOH). Product: [Br-].C(=O)C1=CC=C(C[N+]2=CC=CC=C2)C=C1 (N-(4-formylbenzyl)pyridinium bromide). As a reaction SMILES: [N:1]1[CH:6]=[CH:5][CH:4]=[CH:3][CH:2]=1.[Br:7][CH2:8][C:9]1[CH:16]=[CH:15][C:12]([CH:13]=[O:14])=[CH:11][CH:10]=1>CO>[Br-:7].[CH:13]([C:12]1[CH:15]=[CH:16][C:9]([CH2:8][N+:1]2[CH:6]=[CH:5][CH:4]=[CH:3][CH:2]=2)=[CH:10][CH:11]=1)=[O:14] |f:3.4|. Procedure: Reactants (1) and (2) were added together in MeOH to ultimately result in about 20-26 wt-% of (3) in MeOH in a flask as illustrated above in Table I. All reactant mixtures A through D were divided by MeOH (abs), to reduce viscosity. The mixtures were allowed to stir overnight at room temperature. It was observed that Trials C and D had formed a white rubber polymer. Addition of methanol and stirring for 1 hour did not dissolve the polymeric material. Product: COc1cc(NC(=O)C2CC2)c([N+](=O)[O-])cc1C(=O)O. As a reaction SMILES: [CH3:23][C:24]([O:25][C:26](=[O:27])[CH3:28])=[O:29].[CH3:30][C:31](=[O:32])[OH:33].[CH:1]1([C:4](=[O:5])[NH:6][c:7]2[cH:8][c:9]([O:16][CH3:17])[c:10]([C:11](=[O:12])[OH:13])[cH:14][cH:15]2)[CH2:2][CH2:3]1.[OH2:22].[OH:18][N+:19]([O-:20])=[O:21]>>[CH:1]1([C:4](=[O:5])[NH:6][c:7]2[cH:8][c:9]([O:16][CH3:17])[c:10]([C:11](=[O:12])[OH:13])[cH:14][c:15]2[N+:19](=[O:18])[O-:20])[CH2:2][CH2:3]1. Starting materials: CC(=O)OC(C)=O, CC(=O)O, COc1cc(NC(=O)C2CC2)ccc1C(=O)O, O, O=[N+]([O-])O. Reactants: COCc1cccc2c1CN1CC(=O)NC1=N2, CC#N, O=[N+]([O-])O, O=[N+]([O-])O, O=S(=O)(O)O. Product: COCc1c([N+](=O)[O-])ccc2c1CN1CC(=O)NC1=N2. Reaction SMILES: [CH3:1][O:2][CH2:3][c:4]1[c:5]2[c:10]([cH:11][cH:12][cH:13]1)[N:9]=[C:8]1[N:7]([CH2:6]2)[CH2:16][C:15](=[O:17])[NH:14]1.[CH3:31][C:32]#[N:33].[N+:27]([O-:28])([OH:29])=[O:30].[OH:18][N+:19]([O-:20])=[O:21].[S:22](=[O:23])(=[O:24])([OH:25])[OH:26]>>[CH3:1][O:2][CH2:3][c:4]1[c:5]2[c:10]([cH:11][cH:12][c:13]1[N+:19](=[O:18])[O-:20])[N:9]=[C:8]1[N:7]([CH2:6]2)[CH2:16][C:15](=[O:17])[NH:14]1.